describe an organic reaction: reactants, conditions, products, and yield From a dataset of the Open Reaction Database (ORD), a public repository of structured organic reaction records. Reaction conditions: temperature 25 celsius. The reagents and catalysts are C1(=CC=C(C=C1)S(=O)(=O)[O-])C.[NH+]1=CC=CC=C1 (pyridinium p-toluenesulfonate). Reaction SMILES: C(O[CH:4](OCC)[CH:5]=[CH:6][C:7]1[CH:12]=[CH:11][CH:10]=[CH:9][CH:8]=1)C.[C:16]([C@@H:21]([C@H:23]([C:25]([O:27][CH2:28][CH3:29])=[O:26])[OH:24])[OH:22])([O:18][CH2:19][CH3:20])=[O:17]>C1(C)C=CC(S([O-])(=O)=O)=CC=1.[NH+]1C=CC=CC=1.C1(C)C=CC=CC=1>[C:7]1([CH:6]=[CH:5][CH:4]2[O:24][C@@H:23]([C:25]([O:27][CH2:28][CH3:29])=[O:26])[C@H:21]([C:16]([O:18][CH2:19][CH3:20])=[O:17])[O:22]2)[CH:12]=[CH:11][CH:10]=[CH:9][CH:8]=1 |f:2.3|. The yield is 72.3%. Reported procedure: A mixture of cinnamaldehyde diethylacetal (223.0 g, 1.08 mol), diethyl L-tartrate (290 g, 1.41 mol), toluene (1100 g) and pyridinium p-toluenesulfonate (1.7 g) was heated at 92°-110° C. for a 6 hour period. During the heating period, volatiles (250-300 mL) were removed by distillation through an 8" Vigreaux column. The mixture was cooled (25° C.) and washed with aqueous sodium bicarbonate solution (350 mL) and brine (4×200 mL). Evaporation of solvents and crystallization of the residue gave 250 ... Product: C1(=CC=CC=C1)C=CC1O[C@H]([C@@H](O1)C(=O)OCC)C(=O)OCC ((4R,5R)-2-(2-phenyl-1-ethenyl)-4,5-dicarboethoxy-1-3-dioxolane). Run in C1(=CC=CC=C1)C (toluene). Starting materials: 1,methanol, C(C)OC(C=CC1=CC=CC=C1)OCC (cinnamaldehyde diethylacetal), C(=O)(OCC)[C@H](O)[C@@H](O)C(=O)OCC (diethyl L-tartrate). The reactants are intermediate C6, OC(C)C=1OC(C2=CC=CC=C2C1C=1C=NC(=CC1)C)=O (3-(1-hydroxyethyl)-4-(6-methylpyridin-3-yl)-1H-isochromen-1-one), P(Br)(Br)Br (PBr3). Solvent: C(Cl)Cl (DCM), CN(C)C=O (DMF). The product is Br.BrC(C)C=1OC(C2=CC=CC=C2C1C=1C=NC(=CC1)C)=O (3-(1-Bromoethyl)-4-(6-methylpyridin-3-yl)-1H-isochromen-1-one hydrobromide). RXN SMILES: O[CH:2]([C:4]1[O:5][C:6](=[O:21])[C:7]2[C:12]([C:13]=1[C:14]1[CH:15]=[N:16][C:17]([CH3:20])=[CH:18][CH:19]=1)=[CH:11][CH:10]=[CH:9][CH:8]=2)[CH3:3].P(Br)(Br)[Br:23]>C(Cl)Cl.CN(C=O)C>[BrH:23].[Br:23][CH:2]([C:4]1[O:5][C:6](=[O:21])[C:7]2[C:12]([C:13]=1[C:14]1[CH:15]=[N:16][C:17]([CH3:20])=[CH:18][CH:19]=1)=[CH:11][CH:10]=[CH:9][CH:8]=2)[CH3:3] |f:4.5|. Reported procedure: The title compound was made in a similar way as that of the intermediate C6, using 3-(1-hydroxyethyl)-4-(6-methylpyridin-3-yl)-1H-isochromen-1-one intermediate B10 (163 mg, 0.579 mmol), 1M PBr3 (0.87 mL, 0.87 mmol) in a mixture of DCM (2 ml) and DMF (3 ml) at RT. The crude was purified via reverse phase chromatography with a Biotage C18 SNAP 60 g column (Phase A, water 95%, ACN 4.9%, formic acid 0.1%); Phase B ACN 99.9%, formic acid 0.1%). The aqueous fractions were added of 50% HBraqueous and c... Reported procedure: To a solution of diethylphosphonoacetaldehyde diethylacetal (4.20 g, 16.5 mmol) and (2R)-3-bromo-1,2-propanediol (example 90) (3.00 g, 19.4 mmol, 1.2 eq.) in toluene (30 mL) was added pTSA (few crystals). The mixture was stirred at reflux for 50 hr. After, the solution was cooled to room temperature, and a saturated solution of sodium bicarbonate was added, and the aqueous phase was extracted with dichloromethane. The organic layer was dried over anhydrous sodium sulphate and evaporated under re... Starting materials: C([O-])(O)=O.[Na+] (sodium bicarbonate), C(C)OC(CP(=O)(OCC)OCC)OCC (diethylphosphonoacetaldehyde diethylacetal), BrC[C@@H](CO)O ((2R)-3-bromo-1,2-propanediol), CC=1C=CC(=CC1)S(=O)(=O)O (pTSA). Isolated yield 96.7%. Yields the product BrC[C@@H]1O[C@H](OC1)CP(=O)(OCC)OCC ((2S,4R)-4-(bromomethyl)-2-(diethyloxyphosphinoylmethyl)-1,3-dioxolane). The solvent is C1(=CC=CC=C1)C (toluene). As a reaction SMILES: [CH2:1]([O:3][CH:4]([O:14][CH2:15][CH3:16])[CH2:5][P:6]([O:11][CH2:12][CH3:13])([O:8][CH2:9][CH3:10])=[O:7])C.[Br:17]C[C@H](O)CO.CC1C=CC(S(O)(=O)=O)=CC=1.C(=O)(O)[O-].[Na+]>C1(C)C=CC=CC=1>[Br:17][CH2:16][C@H:15]1[CH2:1][O:3][C@H:4]([CH2:5][P:6]([O:8][CH2:9][CH3:10])([O:11][CH2:12][CH3:13])=[O:7])[O:14]1 |f:3.4|.